From a dataset of the Open Reaction Database (ORD), a public repository of structured organic reaction records. describe an organic reaction: reactants, conditions, products, and yield The reactants are CC(=O)[O-], CC(=O)[O-], Clc1ncnc2[nH]cc(I)c12, ClCCl, [Cu+2], N, OB(O)c1ccccc1, c1ccncc1. Product: Clc1ncnc2c1c(I)cn2-c1ccccc1. RXN SMILES: [C:31]([O-:32])(=[O:33])[CH3:34].[C:36]([O-:37])(=[O:38])[CH3:39].[Cl:1][c:2]1[c:3]2[c:4]([n:5][cH:6][n:7]1)[nH:8][cH:9][c:10]2[I:11].[Cl:28][CH2:29][Cl:30].[Cu+2:35].[NH3:27].[OH:12][B:13]([OH:14])[c:15]1[cH:16][cH:17][cH:18][cH:19][cH:20]1.[cH:21]1[cH:22][cH:23][n:24][cH:25][cH:26]1>>[Cl:1][c:2]1[c:3]2[c:4]([n:5][cH:6][n:7]1)[n:8](-[c:15]1[cH:16][cH:17][cH:18][cH:19][cH:20]1)[cH:9][c:10]2[I:11]. Reactants: ClC1=C2C(=C(N=N1)Cl)N=CC=C2 (5,8-dichloropyrido[2,3-d]pyridazine), C[C@@H]1CN(CCN1)C(=O)C1=CC=CC=C1 ((R)-(3-methylpiperazin-1-yl)(phenyl)methanone). Solvent: ClCCl (dichloromethane). Reaction conditions: temperature 100 celsius. Product: ClC1=C2C(=C(N=N1)N1[C@@H](CN(CC1)C(=O)C1=CC=CC=C1)C)N=CC=C2 ((R)-(4-(5-chloropyrido[2,3-d]pyridazin-8-yl)-3-methylpiperazin-1-yl)(phenyl)methanone). The yield is 43.5%. Reaction SMILES: [Cl:1][C:2]1[N:7]=[N:6][C:5](Cl)=[C:4]2[N:9]=[CH:10][CH:11]=[CH:12][C:3]=12.[CH3:13][C@H:14]1[NH:19][CH2:18][CH2:17][N:16]([C:20]([C:22]2[CH:27]=[CH:26][CH:25]=[CH:24][CH:23]=2)=[O:21])[CH2:15]1>ClCCl>[Cl:1][C:2]1[N:7]=[N:6][C:5]([N:19]2[CH2:18][CH2:17][N:16]([C:20]([C:22]3[CH:23]=[CH:24][CH:25]=[CH:26][CH:27]=3)=[O:21])[CH2:15][C@H:14]2[CH3:13])=[C:4]2[N:9]=[CH:10][CH:11]=[CH:12][C:3]=12. Reported procedure: To a reaction vial was added 5,8-dichloropyrido[2,3-d]pyridazine 78 (165 mg, 825 μmol) and (R)-(3-methylpiperazin-1-yl)(phenyl)methanone (337 mg, 1.65 mmol). The mixture was heated to 100° C. for 2 h. After cooling to room temperature, the resultant glassy product was dissolved in dichloromethane (40 mL) and washed with 1×5 mL NaHCO3 and 1×5 mL of brine. The organic layer was dried over MgSO4, filtered and concentrated. Purification by silica gel column chromatography using a gradient of 70% eth... Starting materials: ClCCl, FC(F)(F)c1ccncc1, Cc1cc(C)c(S(=O)(=O)ON)c(C)c1. The product is N[n+]1ccc(C(F)(F)F)cc1, Cc1cc(C)c(S(=O)(=O)[O-])c(C)c1. As a reaction SMILES: [Cl:25][CH2:26][Cl:27].[F:1][C:2]([c:3]1[cH:4][cH:5][n:6][cH:7][cH:8]1)([F:9])[F:10].[c:11]1([CH3:24])[c:12]([S:19](=[O:20])(=[O:21])[O:22][NH2:23])[c:13]([CH3:18])[cH:14][c:15]([CH3:17])[cH:16]1>>[F:1][C:2]([c:3]1[cH:4][cH:5][n+:6]([NH2:23])[cH:7][cH:8]1)([F:9])[F:10].[c:11]1([CH3:24])[c:12]([S:19](=[O:20])(=[O:21])[O-:22])[c:13]([CH3:18])[cH:14][c:15]([CH3:17])[cH:16]1. Starting materials: ClC1=CC=C(C=C1)C1=NC=NC=C1C(C(C)(C)C)=O (4-(4-chlorophenyl)-5-pivaloylpyrimidine). The solvent is C(C)O (ethanol). Reaction conditions: time 30 minute. The product is ClC1=CC=C(C=C1)C1=NC=NC=C1C(C(C)(C)C)O (4-(4-Chlorophenyl)-5-(2,2-dimethyl-1-hydroxypropyl)pyrimidine). Yield: 66.2%. As a reaction SMILES: [Cl:1][C:2]1[CH:7]=[CH:6][C:5]([C:8]2[C:13]([C:14](=[O:19])[C:15]([CH3:18])([CH3:17])[CH3:16])=[CH:12][N:11]=[CH:10][N:9]=2)=[CH:4][CH:3]=1>C(O)C>[Cl:1][C:2]1[CH:3]=[CH:4][C:5]([C:8]2[C:13]([CH:14]([OH:19])[C:15]([CH3:17])([CH3:16])[CH3:18])=[CH:12][N:11]=[CH:10][N:9]=2)=[CH:6][CH:7]=1. Procedure details: 1.2 g of 4-(4-chlorophenyl)-5-pivaloylpyrimidine was dissolved in 20 ml of ethanol, then 1.2 g of a borane ammonia complex was added, and the mixture was stirred at room temperature for 30 minutes. After the solvent was distilled off under reduced pressure, water was added, and extraction with chloroform was carried out. The extract layer was washed with water and dried over anhydrous sodium sulfate. The solvent was distilled off to obtain 0.8 g of the desired product as a viscous liquid. nD20.2... Starting materials: C(CCC)P(CCCC)CCCC (tributyl phosphine), N,N-tetramethyl azodicarboxamide, C(C)(C)(C)OC(N(C[C@H](CCC(C)C)O)[C@@H]([C@H]([C@H](CC1=CC(=CC(=C1)F)F)N(CC1=CC=CC=C1)CC1=CC=CC=C1)OCC1=CC=CC=C1)CO)=O ([2-(S)-benzyloxy-3-(S)-dibenzylamino-4-(3,5-difluorophenyl)-1-(R)-hydroxymethylbutyl]-(2-(S)-hydroxy-5-methylhexyl)-carbamic acid tert-butyl ester). Solvent: C1=CC=CC=C1 (benzene). Reaction conditions: time 1.5 hour. The product is C(C)(C)(C)OC(=O)N1C[C@@H](OC[C@@H]1[C@H]([C@H](CC1=CC(=CC(=C1)F)F)N(CC1=CC=CC=C1)CC1=CC=CC=C1)OCC1=CC=CC=C1)CCC(C)C (5-(R)-[1-(S)-benzyloxy-2-(S)-dibenzylamino-3-(3,5-difluorophenyl)-propyl]-2-(S)-(3-methylbutyl)-morpholine-4-carboxylic acid tert-butyl ester). Isolated yield 0.1%. As a reaction SMILES: [C:1]([O:5][C:6](=[O:53])[N:7]([C@H:16]([CH2:51][OH:52])[C@@H:17]([O:43][CH2:44][C:45]1[CH:50]=[CH:49][CH:48]=[CH:47][CH:46]=1)[C@@H:18]([N:28]([CH2:36][C:37]1[CH:42]=[CH:41][CH:40]=[CH:39][CH:38]=1)[CH2:29][C:30]1[CH:35]=[CH:34][CH:33]=[CH:32][CH:31]=1)[CH2:19][C:20]1[CH:25]=[C:24]([F:26])[CH:23]=[C:22]([F:27])[CH:21]=1)[CH2:8][C@@H:9](O)[CH2:10][CH2:11][CH:12]([CH3:14])[CH3:13])([CH3:4])([CH3:3])[CH3:2].C(P(CCCC)CCCC)CCC>C1C=CC=CC=1>[C:1]([O:5][C:6]([N:7]1[C@@H:16]([C@@H:17]([O:43][CH2:44][C:45]2[CH:50]=[CH:49][CH:48]=[CH:47][CH:46]=2)[C@@H:18]([N:28]([CH2:36][C:37]2[CH:38]=[CH:39][CH:40]=[CH:41][CH:42]=2)[CH2:29][C:30]2[CH:35]=[CH:34][CH:33]=[CH:32][CH:31]=2)[CH2:19][C:20]2[CH:21]=[C:22]([F:27])[CH:23]=[C:24]([F:26])[CH:25]=2)[CH2:51][O:52][C@@H:9]([CH2:10][CH2:11][CH:12]([CH3:13])[CH3:14])[CH2:8]1)=[O:53])([CH3:3])([CH3:4])[CH3:2]. Reported procedure: Dissolve [2-(S)-benzyloxy-3-(S)-dibenzylamino-4-(3,5-difluorophenyl)-1-(R)-hydroxymethylbutyl]-(2-(S)-hydroxy-5-methylhexyl)-carbamic acid tert-butyl ester (253 mg, 347 mmol) in benzene (3 mL). Deoxygenate the reaction mixture. Add tributyl phosphine (130 μL, 520 mmol), N,N-tetramethyl azodicarboxamide (TMAD) (89.5 mg, 520 mmol) and stir at room temperature 2.5 hours. Add deoxygenated tetrahydrofuran (5 mL), more tributyl phosphate (130 μL), more TMAD (90 mg) and stir 1.5 hours. Filter, rinse wi... The reactants are NC(=O)c1cc(N2C(=O)C3=C(CCCC3)C2=O)c(F)cc1Cl, O=S(Cl)Cl. Yields the product N#Cc1cc(N2C(=O)C3=C(CCCC3)C2=O)c(F)cc1Cl. As a reaction SMILES: [F:1][c:2]1[c:3]([N:12]2[C:13](=[O:22])[C:14]3=[C:15]([C:16]2=[O:17])[CH2:18][CH2:19][CH2:20][CH2:21]3)[cH:4][c:5]([C:9](=[O:10])[NH2:11])[c:6]([Cl:8])[cH:7]1.[S:23]([Cl:24])([Cl:25])=[O:26]>>[F:1][c:2]1[c:3]([N:12]2[C:13](=[O:22])[C:14]3=[C:15]([C:16]2=[O:17])[CH2:18][CH2:19][CH2:20][CH2:21]3)[cH:4][c:5]([C:9]#[N:11])[c:6]([Cl:8])[cH:7]1.